From a dataset of the Open Reaction Database (ORD), a public repository of structured organic reaction records. describe an organic reaction: reactants, conditions, products, and yield The reactants are BrC=1C=NN(C1)CC=1C=C(C(=O)OC)C=CC1 (methyl 3-((4-bromo-1H-pyrazol-1-yl)methyl)benzoate), BrCC=1C=C(C(=O)OC)C=CC1 (methyl 3-(bromomethyl)benzoate), BrC(C(=O)OCC)(C)C (ethyl 2-bromo-2-methylpropanoate). Yields the product BrC=1C=NN(C1)C(C(=O)OCC)(C)C (Ethyl 2-(4-bromo-1H-pyrazol-1-yl)-2-methylpropanoate). Reaction SMILES: [Br:1][C:2]1[CH:3]=[N:4][N:5](CC2C=C(C=CC=2)C(OC)=O)[CH:6]=1.BrCC1C=C(C=CC=1)C(OC)=O.Br[C:31]([CH3:38])([CH3:37])[C:32]([O:34][CH2:35][CH3:36])=[O:33]>>[Br:1][C:2]1[CH:3]=[N:4][N:5]([C:31]([CH3:38])([CH3:37])[C:32]([O:34][CH2:35][CH3:36])=[O:33])[CH:6]=1. Procedure: The title compound was prepared using a procedure analogous to methyl 3-((4-bromo-1H-pyrazol-1-yl)methyl)benzoate except that methyl 3-(bromomethyl)benzoate was replaced with ethyl 2-bromo-2-methylpropanoate. LCMS, [M+H]+=261.0. The reactants are COC(=O)c1cc(Cl)ccc1NC(=O)COCC(=O)O, FC(F)(F)c1ccc(CNCc2ccc(C(F)(F)F)cc2)cc1. The product is COC(=O)c1cc(Cl)ccc1NC(=O)COCC(=O)N(Cc1ccc(C(F)(F)F)cc1)Cc1ccc(C(F)(F)F)cc1. As a reaction SMILES: [Cl:1][c:2]1[cH:3][c:4]([C:17](=[O:18])[O:19][CH3:20])[c:5]([NH:8][C:9]([CH2:10][O:11][CH2:12][C:13](=[O:14])[OH:15])=[O:16])[cH:6][cH:7]1.[F:21][C:22]([c:23]1[cH:24][cH:25][c:26]([CH2:27][NH:28][CH2:29][c:30]2[cH:31][cH:32][c:33]([C:36]([F:37])([F:38])[F:39])[cH:34][cH:35]2)[cH:40][cH:41]1)([F:42])[F:43]>>[Cl:1][c:2]1[cH:3][c:4]([C:17](=[O:18])[O:19][CH3:20])[c:5]([NH:8][C:9]([CH2:10][O:11][CH2:12][C:13](=[O:15])[N:28]([CH2:27][c:26]2[cH:25][cH:24][c:23]([C:22]([F:21])([F:42])[F:43])[cH:41][cH:40]2)[CH2:29][c:30]2[cH:31][cH:32][c:33]([C:36]([F:37])([F:38])[F:39])[cH:34][cH:35]2)=[O:16])[cH:6][cH:7]1. The reactants are CC(C)(C)[Si](C)(C)Cl, COC(OC)C1CC(O)CC(=O)O1, ClCCl, c1c[nH]cn1. Yields the product COC(OC)C1CC(O[Si](C)(C)C(C)(C)C)CC(=O)O1. Reaction SMILES: [C:19]([CH3:20])([CH3:21])([CH3:22])[Si:23]([CH3:24])([CH3:25])[Cl:26].[CH3:1][O:2][CH:3]([CH:4]1[CH2:5][CH:6]([OH:11])[CH2:7][C:8](=[O:10])[O:9]1)[O:12][CH3:13].[Cl:27][CH2:28][Cl:29].[nH:14]1[cH:15][cH:16][n:17][cH:18]1>>[CH3:1][O:2][CH:3]([CH:4]1[CH2:5][CH:6]([O:11][Si:23]([C:19]([CH3:20])([CH3:21])[CH3:22])([CH3:24])[CH3:25])[CH2:7][C:8](=[O:10])[O:9]1)[O:12][CH3:13].